From a dataset of the Open Reaction Database (ORD), a public repository of structured organic reaction records. describe an organic reaction: reactants, conditions, products, and yield Reactants: NC1=CC=C(C(=N)N)C=C1 (4-aminobenzamidine), [Na] (sodium), C(C)OC=C(C(=O)OCC)C(=O)OCC (diethyl ethoxymethylenemalonate). The solvent is C(C)O (ethanol). Conditions: time 5 minute. Yields the product NC1=CC=C(C=C1)C1=NC=C(C(=N1)O)C(=O)O (2-(4-Aminophenyl)-4-hydroxy-5-pyrimidine carboxylic acid). Isolated yield 102671.1%. As a reaction SMILES: [Na].[NH2:2][C:3]1[CH:11]=[CH:10][C:6]([C:7]([NH2:9])=[NH:8])=[CH:5][CH:4]=1.C([O:14][CH:15]=[C:16]([C:22](OCC)=O)[C:17]([O:19]CC)=[O:18])C>C(O)C>[NH2:2][C:3]1[CH:11]=[CH:10][C:6]([C:7]2[N:9]=[C:15]([OH:14])[C:16]([C:17]([OH:19])=[O:18])=[CH:22][N:8]=2)=[CH:5][CH:4]=1 |^1:0|. Procedure details: A solution of 14.8 g (0.641 mmol) of sodium in 750 ml of dry ethanol is stirred at 0° and 44.6 g (0.214 mmol) of 4-aminobenzamidine.2HCl [Shaw and Cooley, J. Am. Chem. Soc., 79, 3561 (1957)] is added. The mixture is stirred 5 min under nitrogen and 46.2 g (0.214 mmol) of diethyl ethoxymethylenemalonate is added. After stirring for 30 min, the mixture is refluxed for 4 hrs and allowed to stand overnight at room temperature. The salt is filtered and washed with isopropanol. The salt is suspended i... Reactants: C(C)(C)(C)OC(=O)N1CCC(CC1)(OC1=C(C=CC=C1)C(F)(F)F)C (4-methyl-4-(2-trifluoromethylphenoxy)piperidine-1-carboxylic acid tert-butyl ester), FC(C(=O)O)(F)F (trifluoroacetic acid). Run in ClCCl (dichloromethane). Run at time 24 hour. Yields the product CC1(CCNCC1)OC1=C(C=CC=C1)C(F)(F)F (4-METHYL-4-(2-TRIFLUOROMETHYLPHENOXY)PIPERIDINE). As a reaction SMILES: C(OC([N:8]1[CH2:13][CH2:12][C:11]([CH3:25])([O:14][C:15]2[CH:20]=[CH:19][CH:18]=[CH:17][C:16]=2[C:21]([F:24])([F:23])[F:22])[CH2:10][CH2:9]1)=O)(C)(C)C.FC(F)(F)C(O)=O>ClCCl>[CH3:25][C:11]1([O:14][C:15]2[CH:20]=[CH:19][CH:18]=[CH:17][C:16]=2[C:21]([F:24])([F:22])[F:23])[CH2:10][CH2:9][NH:8][CH2:13][CH2:12]1. Reported procedure: To a stirred solution of 4-methyl-4-(2-trifluoromethylphenoxy)piperidine-1-carboxylic acid tert-butyl ester (0.025 g, 0.070 mmol) in dichloromethane (5 mL) was added trifluoroacetic acid (1 mL). The resulting mixture was stirred at ambient temperature for 24 hours and then quenched with saturated aqueous solution of Na2CO3 (5 mL). The organic phase was washed with water (10 mL), saturated NaCl (10 mL), dried over MgSO4 and then concentrated in vacuo. The crude title compound was obtained and use... Starting materials: [Al], C1CCOC1, CCOCC, CO, CCOC(=O)C1=Cc2cc(Cl)c(Oc3cc(C)c(C)cc3Cl)cc2OC1C(F)(F)F, Cl, [Li+], [OH-], O, O. Yields the product Cc1cc(Cl)c(Oc2cc3c(cc2Cl)C=C(C(=O)O)C(C(F)(F)F)O3)cc1C. RXN SMILES: [Al:34].[CH2:41]1[O:42][CH2:43][CH2:44][CH2:45]1.[CH3:36][CH2:37][O:38][CH2:39][CH3:40].[CH3:46][OH:47].[Cl:1][c:2]1[cH:3][c:4]2[c:9]([cH:10][c:11]1[O:12][c:13]1[c:14]([Cl:21])[cH:15][c:16]([CH3:20])[c:17]([CH3:19])[cH:18]1)[O:8][CH:7]([C:22]([F:23])([F:24])[F:25])[C:6]([C:26](=[O:27])[O:28][CH2:29][CH3:30])=[CH:5]2.[ClH:35].[Li+:33].[OH-:32].[OH2:31].[OH2:48]>>[Cl:1][c:2]1[cH:3][c:4]2[c:9]([cH:10][c:11]1[O:12][c:13]1[c:14]([Cl:21])[cH:15][c:16]([CH3:20])[c:17]([CH3:19])[cH:18]1)[O:8][CH:7]([C:22]([F:23])([F:24])[F:25])[C:6]([C:26](=[O:27])[OH:28])=[CH:5]2. The yield is 94.0%. The product is Cl.CN(C)CC(COC1=C(C=CC=C1)CCCCCC1=CC=CC=C1)O (3-(N,N-Dimethylamino)-1-[2-(5-phenylpentyl)phenoxy]-2-propanol hydrochloride). Run in C(C)(=O)OCC (ethyl acetate), solution, O1CCOCC1 (dioxane). Reported procedure: 0.225 g of 3-(N,N-dimethylamino)-1-[2-(5-phenylpentyl)phenoxy]-2-propanol [prepared as described in step (b) above] was dissolved in a small amount of ethyl acetate, and 0.25 ml of a 4N solution of hydrogen chloride in dioxane was added to the solution. The mixture was then concentrated by distillation under reduced pressure. Pentane was added to the resulting concentrate, and the mixture was shaken and then the upper pentane layer was removed. The operation was repeated twice and the resulting ... Reaction SMILES: [CH3:1][N:2]([CH2:4][CH:5]([OH:25])[CH2:6][O:7][C:8]1[CH:13]=[CH:12][CH:11]=[CH:10][C:9]=1[CH2:14][CH2:15][CH2:16][CH2:17][CH2:18][C:19]1[CH:24]=[CH:23][CH:22]=[CH:21][CH:20]=1)[CH3:3].[ClH:26]>C(OCC)(=O)C.O1CCOCC1>[ClH:26].[CH3:1][N:2]([CH2:4][CH:5]([OH:25])[CH2:6][O:7][C:8]1[CH:13]=[CH:12][CH:11]=[CH:10][C:9]=1[CH2:14][CH2:15][CH2:16][CH2:17][CH2:18][C:19]1[CH:20]=[CH:21][CH:22]=[CH:23][CH:24]=1)[CH3:3] |f:4.5|. Reactants: CN(C)CC(COC1=C(C=CC=C1)CCCCCC1=CC=CC=C1)O (3-(N,N-dimethylamino)-1-[2-(5-phenylpentyl)phenoxy]-2-propanol), Cl (hydrogen chloride). Reactants: C1(CC1)CN1N=C(C=C(C1=O)CCCOS(=O)(=O)C)C1=CC(=C(C=C1)OC)F (2-cyclopropylmethyl-6-(3-fluoro-4-methoxyphenyl)-4-(3-methanesulfonyloxypropyl)-2H-pyridazin-3-one), CNC (dimethylamine). Yields the product C1(CC1)CN1N=C(C=C(C1=O)CCCN(C)C)C1=CC(=C(C=C1)OC)F (2-cyclopropylmethyl-4-(3-dimethylaminopropyl)-6-(3-fluoro-4-methoxyphenyl)-2H-pyridazin-3-one). Yield: 64.7%. Reaction SMILES: [CH:1]1([CH2:4][N:5]2[C:10](=[O:11])[C:9]([CH2:12][CH2:13][CH2:14]OS(C)(=O)=O)=[CH:8][C:7]([C:20]3[CH:25]=[CH:24][C:23]([O:26][CH3:27])=[C:22]([F:28])[CH:21]=3)=[N:6]2)[CH2:3][CH2:2]1.[CH3:29][NH:30][CH3:31]>>[CH:1]1([CH2:4][N:5]2[C:10](=[O:11])[C:9]([CH2:12][CH2:13][CH2:14][N:30]([CH3:31])[CH3:29])=[CH:8][C:7]([C:20]3[CH:25]=[CH:24][C:23]([O:26][CH3:27])=[C:22]([F:28])[CH:21]=3)=[N:6]2)[CH2:3][CH2:2]1. Reported procedure: Following the procedure of Example 7, 2-cyclopropylmethyl-6-(3-fluoro-4-methoxyphenyl)-4-(3-methanesulfonyloxypropyl)-2H-pyridazin-3-one and dimethylamine were reacted to yield the title compound as a yellow powder (yield: 64.7%).